This data is from the Open Reaction Database (ORD), a public repository of structured organic reaction records. The task is: describe an organic reaction: reactants, conditions, products, and yield Starting materials: BrC1=CC(=NC=C1)N=CC1C(OCC1)=O (3-((4-bromopyridin-2-ylimino)methyl)dihydrofuran-2(3H)-one), P(=O)(Br)(Br)Br (POBr3), ice water. Product: BrC1=CC=2N(C(C(=CN2)CCBr)=O)C=C1 (8-bromo-3-(2-bromoethyl)-4H-pyrido[1,2-a]pyrimidin-4-one). Yield: 86.2%. RXN SMILES: [Br:1][C:2]1[CH:7]=[CH:6][N:5]=[C:4]([N:8]=[CH:9][CH:10]2[CH2:14][CH2:13][O:12][C:11]2=O)[CH:3]=1.P(Br)(Br)([Br:18])=O>>[Br:1][C:2]1[CH:7]=[CH:6][N:5]2[C:11](=[O:12])[C:10]([CH2:14][CH2:13][Br:18])=[CH:9][N:8]=[C:4]2[CH:3]=1. Procedure details: 3-((4-bromopyridin-2-ylimino)methyl)dihydrofuran-2(3H)-one (800 mg, 2.97 mmol) and POBr3 (4 g, 13.9 mmol) was stirred at 80° C. for 1.5 hr. After the suspension was poured into ice water, the solution was adjusted to pH 8 and extracted with DCM (3×100 mL). The combined organic layers were washed with brine and concentrated to give 850 mg crude product, which was directly used for the next step without further purification. MS (ESI): 330, 332, 334 (MH+). Reactants: C(C=C)OC(=O)N([C@@H](CC(=O)OC(C)(C)C)COCOC)CC(=O)OC (tert-butyl (3S)-3-[[(allyloxy)carbonyl](2-methoxy-2-oxoethyl)amino]-4-(methoxymethoxy)butanoate), residue, C(C)(=O)O (acetic acid), C(#N)[BH3-].[Na+] (sodium cyanoborohydride), [Cl-].[Na+] (sodium chloride), Cl (hydrochloric acid), CC(C)([O-])C.[K+] (potassium tert-butoxide). Solvent: C1CCOC1 (THF), CO (methanol), C1CCOC1 (THF). Reaction conditions: temperature 60 celsius, time 5 minute. The product is OC1C([C@H](N(C1)C(=O)OCC=C)COCOC)C(=O)OC(C)(C)C (1-allyl 3-tert-butyl (2S)-4-hydroxy-2-[(methoxymethoxy)methyl]-1,3-pyrrolidinedicarboxylate). The yield is 30.4%. Reaction SMILES: CC(C)([O-])C.[K+].[CH2:7]([O:10][C:11]([N:13]([CH2:28][C:29]([O:31]C)=O)[C@H:14]([CH2:23][O:24][CH2:25][O:26][CH3:27])[CH2:15][C:16]([O:18][C:19]([CH3:22])([CH3:21])[CH3:20])=[O:17])=[O:12])[CH:8]=[CH2:9].Cl.[Cl-].[Na+].C(O)(=O)C.C([BH3-])#N.[Na+]>C1COCC1.CO>[OH:31][CH:29]1[CH2:28][N:13]([C:11]([O:10][CH2:7][CH:8]=[CH2:9])=[O:12])[C@H:14]([CH2:23][O:24][CH2:25][O:26][CH3:27])[CH:15]1[C:16]([O:18][C:19]([CH3:22])([CH3:21])[CH3:20])=[O:17] |f:0.1,4.5,7.8|. Procedure: To a suspension of potassium tert-butoxide (3.14 g, 28 mmol) in THF (130 ml) heated at 60° C. was added tert-butyl (3S)-3-[[(allyloxy)carbonyl](2-methoxy-2-oxoethyl)amino]-4-(methoxymethoxy)butanoate (5.24 g, 14 mmol) in THF (50 ml) and the mixture was stirred for 5 minutes. After cooled to 0° C. the reaction mixture was poured into diluted hydrochloric acid (after confirming that pH was about 3), a saturated aqueous sodium chloride solution was added thereto and the mixture was extracted three ... Reactants: C1COCCO1, CO, CCOC(C)=O, Cl, COCOc1ccc(-c2ccc3c(c2COc2cc(F)ccc2C)N(C)C(=O)C(C)(C)N3)c(OC)c1, C1COCCO1. Yields the product COc1cc(O)ccc1-c1ccc2c(c1COc1cc(F)ccc1C)N(C)C(=O)C(C)(C)N2. As a reaction SMILES: [CH2:44]1[O:45][CH2:46][CH2:47][O:48][CH2:49]1.[CH3:50][OH:51].[CH3:52][CH2:53][O:54][C:55](=[O:56])[CH3:57].[ClH:43].[F:1][c:2]1[cH:3][cH:4][c:5]([CH3:36])[c:6]([O:7][CH2:8][c:9]2[c:10](-[c:23]3[c:24]([O:33][CH3:34])[cH:25][c:26]([O:29][CH2:30][O:31][CH3:32])[cH:27][cH:28]3)[cH:11][cH:12][c:13]3[c:18]2[N:17]([CH3:19])[C:16](=[O:20])[C:15]([CH3:21])([CH3:22])[NH:14]3)[cH:35]1.[O:37]1[CH2:38][CH2:39][O:40][CH2:41][CH2:42]1>>[F:1][c:2]1[cH:3][cH:4][c:5]([CH3:36])[c:6]([O:7][CH2:8][c:9]2[c:10](-[c:23]3[c:24]([O:33][CH3:34])[cH:25][c:26]([OH:29])[cH:27][cH:28]3)[cH:11][cH:12][c:13]3[c:18]2[N:17]([CH3:19])[C:16](=[O:20])[C:15]([CH3:21])([CH3:22])[NH:14]3)[cH:35]1. The reactants are O=C(O)c1ccc(S(=O)(=O)Cl)cc1, Nc1cccc2c(Cl)c[nH]c12, c1ccncc1. Yields the product O=C(O)c1ccc(S(=O)(=O)Nc2cccc3c(Cl)c[nH]c23)cc1. RXN SMILES: [Cl:1][S:2](=[O:3])(=[O:4])[c:5]1[cH:6][cH:7][c:8]([C:9](=[O:10])[OH:11])[cH:12][cH:13]1.[NH2:14][c:15]1[cH:16][cH:17][cH:18][c:19]2[c:20]([Cl:24])[cH:21][nH:22][c:23]12.[cH:25]1[cH:26][cH:27][n:28][cH:29][cH:30]1>>[S:2](=[O:3])(=[O:4])([c:5]1[cH:6][cH:7][c:8]([C:9](=[O:10])[OH:11])[cH:12][cH:13]1)[NH:14][c:15]1[cH:16][cH:17][cH:18][c:19]2[c:20]([Cl:24])[cH:21][nH:22][c:23]12. The reactants are CCOC(C)=O, CC(C)=O, CC(C)O, O, COC1=C(c2ccccc2)C(CCO)OC1=O. Product: COC1=C(c2ccccc2)C(CC(=O)O)OC1=O. Reaction SMILES: [CH3:22][CH2:23][O:24][C:25](=[O:26])[CH3:27].[CH3:29][C:30](=[O:31])[CH3:32].[CH:18]([CH3:19])([CH3:20])[OH:21].[OH2:28].[OH:1][CH2:2][CH2:3][CH:4]1[C:5]([c:12]2[cH:13][cH:14][cH:15][cH:16][cH:17]2)=[C:6]([O:10][CH3:11])[C:7](=[O:9])[O:8]1>>[O:1]=[C:2]([CH2:3][CH:4]1[C:5]([c:12]2[cH:13][cH:14][cH:15][cH:16][cH:17]2)=[C:6]([O:10][CH3:11])[C:7](=[O:9])[O:8]1)[OH:21]. Reactants: ClC=1C=CC=2N(N1)C(=CN2)C(C)C=2C=C1C=NN(C1=CC2F)C (6-chloro-3-(1-(6-fluoro-1-methyl-1H-indazol-5-yl)ethyl)imidazo[1,2-b]pyridazine), C(CCC)[Sn](C(=C)OCC)(CCCC)CCCC (tributyl(1-ethoxyvinyl)stannane). Reagents/catalysts: C=1C=CC(=CC1)[P](C=2C=CC=CC2)(C=3C=CC=CC3)[Pd]([P](C=4C=CC=CC4)(C=5C=CC=CC5)C=6C=CC=CC6)([P](C=7C=CC=CC7)(C=8C=CC=CC8)C=9C=CC=CC9)[P](C=1C=CC=CC1)(C=1C=CC=CC1)C=1C=CC=CC1 (Pd(Ph3P)4). Run in CN(C)C=O (DMF). Run at temperature 100 celsius, time 20 minute. Yields the product C(C)OC(=C)C=1C=CC=2N(N1)C(=CN2)C(C)C=2C=C1C=NN(C1=CC2F)C (6-(1-ethoxyvinyl)-3-(1-(6-fluoro-1-methyl-1H-indazol-5-yl)ethyl)imidazo[1,2-b]pyridazine). Isolated yield 64.5%. As a reaction SMILES: Cl[C:2]1[CH:3]=[CH:4][C:5]2[N:6]([C:8]([CH:11]([C:13]3[CH:14]=[C:15]4[C:19](=[CH:20][C:21]=3[F:22])[N:18]([CH3:23])[N:17]=[CH:16]4)[CH3:12])=[CH:9][N:10]=2)[N:7]=1.C([Sn](CCCC)(CCCC)[C:29]([O:31][CH2:32][CH3:33])=[CH2:30])CCC>CN(C=O)C.C1C=CC([P]([Pd]([P](C2C=CC=CC=2)(C2C=CC=CC=2)C2C=CC=CC=2)([P](C2C=CC=CC=2)(C2C=CC=CC=2)C2C=CC=CC=2)[P](C2C=CC=CC=2)(C2C=CC=CC=2)C2C=CC=CC=2)(C2C=CC=CC=2)C2C=CC=CC=2)=CC=1>[CH2:32]([O:31][C:29]([C:2]1[CH:3]=[CH:4][C:5]2[N:6]([C:8]([CH:11]([C:13]3[CH:14]=[C:15]4[C:19](=[CH:20][C:21]=3[F:22])[N:18]([CH3:23])[N:17]=[CH:16]4)[CH3:12])=[CH:9][N:10]=2)[N:7]=1)=[CH2:30])[CH3:33] |^1:50,52,71,90|. Reported procedure: To a solution of 6-chloro-3-(1-(6-fluoro-1-methyl-1H-indazol-5-yl)ethyl)imidazo[1,2-b]pyridazine (900 mg, 1.910 mmol) in DMF (8 mL), was added Pd(Ph3P)4 (221 mg, 0.191 mmol). The mixture was stirred for 20 min, and tributyl(1-ethoxyvinyl)stannane (784 mg, 2.102 mmol) was added. The resulting mixture was heated to 100° C. until the LC-MS showed the reaction was complete. The reaction mixture was filtered through celite and the solid was washed with ether. The filtration was then washed with water...